This data is from the Open Reaction Database (ORD), a public repository of structured organic reaction records. The task is: describe an organic reaction: reactants, conditions, products, and yield Reactants: N([C@@H](CC1=CC(=C(C=C1)O)C(C)(C)C)C(=O)OC)C(=O)OCC1=CC=CC=C1 (Z-Tyr(3-tBu)-OMe), [H-].C(C(C)C)[Al+]CC(C)C (diisobutyl aluminum hydride), CO (methanol). Solvent: C1CCOC1 (THF). Reaction conditions: time 1 hour. The product is N([C@@H](CC1=CC(=C(C=C1)O)C(C)(C)C)C=O)C(=O)OCC1=CC=CC=C1 (Z-Tyr(3-tBu)-H). Isolated yield 71.6%. Reaction SMILES: [NH:1]([C:19]([O:21][CH2:22][C:23]1[CH:28]=[CH:27][CH:26]=[CH:25][CH:24]=1)=[O:20])[C@H:2]([C:15](OC)=[O:16])[CH2:3][C:4]1[CH:9]=[CH:8][C:7]([OH:10])=[C:6]([C:11]([CH3:14])([CH3:13])[CH3:12])[CH:5]=1.[H-].C([Al+]CC(C)C)C(C)C.CO>C1COCC1>[NH:1]([C:19]([O:21][CH2:22][C:23]1[CH:24]=[CH:25][CH:26]=[CH:27][CH:28]=1)=[O:20])[C@H:2]([CH:15]=[O:16])[CH2:3][C:4]1[CH:9]=[CH:8][C:7]([OH:10])=[C:6]([C:11]([CH3:14])([CH3:13])[CH3:12])[CH:5]=1 |f:1.2|. Procedure: To a solution of Z-Tyr(3-tBu)-OMe (3.30 g, 8.57 mmol) in THF (200 ml), diisobutyl aluminum hydride (1.0 M toluene solution) (42.9 ml, 42.9 mmol) was added dropwise at −78° C. over 15 min. After stirring for 1 hour, the mixture was mixed with methanol and a saturated aqueous NaHCO3 solution and extracted with ethyl acetate. The organic layer was washed with water and then with saturated brine, dried over anhydrous magnesium sulfate and evaporated to remove the solvent under reduced pressure; the ... Yields the product IC=CC(CC1CCCC1)OC(c1ccccc1)(c1ccccc1)c1ccccc1. Reaction SMILES: [CH:1]1([CH2:6][CH:7]([CH:8]=[CH:9][I:10])[OH:11])[CH2:2][CH2:3][CH2:4][CH2:5]1.[c:12]1([C:18]([c:19]2[cH:20][cH:21][cH:22][cH:23][cH:24]2)([c:25]2[cH:26][cH:27][cH:28][cH:29][cH:30]2)[Br:31])[cH:13][cH:14][cH:15][cH:16][cH:17]1.[cH:32]1[cH:33][cH:34][n:35][cH:36][cH:37]1>>[CH:1]1([CH2:6][CH:7]([CH:8]=[CH:9][I:10])[O:11][C:18]([c:12]2[cH:13][cH:14][cH:15][cH:16][cH:17]2)([c:19]2[cH:20][cH:21][cH:22][cH:23][cH:24]2)[c:25]2[cH:26][cH:27][cH:28][cH:29][cH:30]2)[CH2:2][CH2:3][CH2:4][CH2:5]1. Reactants: OC(C=CI)CC1CCCC1, BrC(c1ccccc1)(c1ccccc1)c1ccccc1, c1ccncc1.